From a dataset of the Open Reaction Database (ORD), a public repository of structured organic reaction records. describe an organic reaction: reactants, conditions, products, and yield The reactants are CC(=O)C.C(=O)=O (acetone dry ice), BrC=1C(=NN(C1C1=C(C(=O)[O-])C=CC=C1)C(CC1=CC=CC=C1)(C)C)C(C)C (4-bromo-3-isopropyl-1-(2-methyl-1-phenylpropan-2-yl)-1H-pyrazol-5-ylbenzoate), O1CCCC1 (tetrahydrofuran), C(CCC)[Li] (n-butyllithium). The solvent is CCCCCC (n-hexane). Conditions: temperature 72 celsius, time 4 hour. The product is OC1=C(C(=NN1C(CC1=CC=CC=C1)(C)C)C(C)C)C(=O)C1=CC=CC=C1 ((5-hydroxy-3-isopropyl-1-(2-methyl-1-phenylpropan-2-yl)-1H-pyrazol-4-yl)(phenyl)methanone). Reaction SMILES: Br[C:2]1[C:3]([CH:26]([CH3:28])[CH3:27])=[N:4][N:5]([C:16]([CH3:25])([CH3:24])[CH2:17][C:18]2[CH:23]=[CH:22][CH:21]=[CH:20][CH:19]=2)[C:6]=1C1C=CC=CC=1C([O-])=O.[CH3:29][C:30]([CH3:32])=O.C(=O)=[O:34].C([Li])CCC.[O:41]1[CH2:45][CH2:44][CH2:43][CH2:42]1>CCCCCC>[OH:34][C:6]1[N:5]([C:16]([CH3:25])([CH3:24])[CH2:17][C:18]2[CH:23]=[CH:22][CH:21]=[CH:20][CH:19]=2)[N:4]=[C:3]([CH:26]([CH3:28])[CH3:27])[C:2]=1[C:45]([C:44]1[CH:32]=[CH:30][CH:29]=[CH:42][CH:43]=1)=[O:41] |f:1.2|. Reported procedure: 1.60 g (3.63 mmol) of 4-bromo-3-isopropyl-1-(2-methyl-1-phenylpropan-2-yl)-1H-pyrazol-5-ylbenzoate was dissolved in 16 mL of tetrahydrofuran and cooled with a coolant (acetone/dry ice) to −60° C., and after dropwise addition of 2.60 ml (4.24 mmol) of 1.63 M n-butyllithium in n-hexane, stirred at 72° C. for 4 hours under a nitrogen atmosphere. The reaction was quenched with distilled water, and the reaction solution was extracted with ethyl acetate. The organic layer was dried over anhydrous magn... Reactants: O=[N+]([O-])c1ccc(CCCBr)cc1, O=C([O-])[O-], C1CCOC1, [K+], [K+], O, c1nc[nH]n1. Yields the product O=[N+]([O-])c1ccc(CCCn2cncn2)cc1. RXN SMILES: [Br:12][CH2:13][CH2:14][CH2:15][c:16]1[cH:17][cH:18][c:19]([N+:22](=[O:23])[O-:24])[cH:20][cH:21]1.[C:6](=[O:7])([O-:8])[O-:9].[CH2:26]1[O:27][CH2:28][CH2:29][CH2:30]1.[K+:10].[K+:11].[OH2:25].[nH:1]1[n:2][cH:3][n:4][cH:5]1>>[n:1]1([CH2:13][CH2:14][CH2:15][c:16]2[cH:17][cH:18][c:19]([N+:22](=[O:23])[O-:24])[cH:20][cH:21]2)[n:2][cH:3][n:4][cH:5]1. Reactants: [H-].[Al+3].[Li+].[H-].[H-].[H-] (Lithium aluminum hydride), [N+](=O)([O-])C1=CC=C(CC(N)C(=O)O)C=C1 (4-nitro-DL-phenylalanine), O (water), [OH-].[Na+] (sodium hydroxide). The solvent is O1CCCC1 (tetrahydrofuran). Run at time 1 hour. Product: NC(CO)CC1=CC=C(C=C1)[N+](=O)[O-] (2-amino-3-(4-nitrophenyl)propan-1-ol). Yield: 55.3%. Reaction SMILES: [H-].[Al+3].[Li+].[H-].[H-].[H-].[N+:7]([C:10]1[CH:21]=[CH:20][C:13]([CH2:14][CH:15]([C:17](O)=[O:18])[NH2:16])=[CH:12][CH:11]=1)([O-:9])=[O:8].O.[OH-].[Na+]>O1CCCC1>[NH2:16][CH:15]([CH2:14][C:13]1[CH:20]=[CH:21][C:10]([N+:7]([O-:9])=[O:8])=[CH:11][CH:12]=1)[CH2:17][OH:18] |f:0.1.2.3.4.5,8.9|. Procedure details: Lithium aluminum hydride (271 mg) was suspended in tetrahydrofuran, the suspension was added with 4-nitro-DL-phenylalanine (1.0 g) under ice cooling, and the mixture was stirred for 1 hour. The reaction mixture was added successively with distilled water, 15% aqueous sodium hydroxide and distilled water, and the mixture was stirred for 12 hours. The reaction mixture was filtered, and the resulting filtrate was concentrated under reduced pressure to obtain the title compound (516 mg). The reactants are CCOc1c(-c2cccc3cc(C(C)=O)oc23)cc(C(C)(C)C)cc1C(C)(C)C, CCOC(=O)CP(=O)(OCC)OCC, [H-], [Na+], CN(C)C=O, O. Yields the product CCOC(=O)C=C(C)c1cc2cccc(-c3cc(C(C)(C)C)cc(C(C)(C)C)c3OCC)c2o1. As a reaction SMILES: [C:17]([CH3:18])(=[O:19])[c:20]1[cH:21][c:22]2[c:23]([o:24]1)[c:25](-[c:29]1[c:30]([O:43][CH2:44][CH3:45])[c:31]([C:39]([CH3:40])([CH3:41])[CH3:42])[cH:32][c:33]([C:35]([CH3:36])([CH3:37])[CH3:38])[cH:34]1)[cH:26][cH:27][cH:28]2.[CH3:3][CH2:4][O:5][C:6](=[O:7])[CH2:8][P:9]([O:10][CH2:11][CH3:12])([O:13][CH2:14][CH3:15])=[O:16].[H-:2].[Na+:1].[O:47]=[CH:48][N:49]([CH3:50])[CH3:51].[OH2:46]>>[CH3:3][CH2:4][O:5][C:6](=[O:7])[CH:8]=[C:17]([CH3:18])[c:20]1[cH:21][c:22]2[c:23]([o:24]1)[c:25](-[c:29]1[c:30]([O:43][CH2:44][CH3:45])[c:31]([C:39]([CH3:40])([CH3:41])[CH3:42])[cH:32][c:33]([C:35]([CH3:36])([CH3:37])[CH3:38])[cH:34]1)[cH:26][cH:27][cH:28]2. Reactants: C(C)(=O)OC(C)=O (acetic anhydride), FC1=CC=C(C=C1)C(CC(=O)O)CC(=O)O (3-(4-fluorophenyl)glutaric acid). The product is FC1=CC=C(C=C1)C1CC(=O)OC(C1)=O (3-(4-fluorophenyl)glutaric anhydride). The yield is 76.1%. RXN SMILES: C(OC(=O)C)(=O)C.[F:8][C:9]1[CH:14]=[CH:13][C:12]([CH:15]([CH2:20][C:21]([OH:23])=[O:22])[CH2:16][C:17]([OH:19])=O)=[CH:11][CH:10]=1>>[F:8][C:9]1[CH:10]=[CH:11][C:12]([CH:15]2[CH2:16][C:17](=[O:19])[O:23][C:21](=[O:22])[CH2:20]2)=[CH:13][CH:14]=1. Procedure: To acetic anhydride (5 ml) was added 3-(4-fluorophenyl)glutaric acid (2.00 g, 8.84 mmol) and the mixture was refluxed for 3 hours. The resulting mixture was concentrated under reduced pressure, and the residue was crystallized from ethyl acetate-hexane to obtain 1.4 g (yield 76%) of the title compound. mp. 99–104° C. The reactants are COCn1ccnc1, CN(C)CCN(C)C, O=C(c1ccc(F)cc1)c1ccc(F)cc1, [Li]CCCC, C1CCOC1, O. Product: COCn1ccnc1C(O)(c1ccc(F)cc1)c1ccc(F)cc1. RXN SMILES: [CH3:1][O:2][CH2:3][n:4]1[cH:5][n:6][cH:7][cH:8]1.[CH3:9][N:10]([CH2:11][CH2:12][N:13]([CH3:14])[CH3:15])[CH3:16].[F:22][c:23]1[cH:24][cH:25][c:26]([C:27](=[O:28])[c:29]2[cH:30][cH:31][c:32]([F:35])[cH:33][cH:34]2)[cH:36][cH:37]1.[Li:17][CH2:18][CH2:19][CH2:20][CH3:21].[O:39]1[CH2:40][CH2:41][CH2:42][CH2:43]1.[OH2:38]>>[CH3:1][O:2][CH2:3][n:4]1[c:5]([C:27]([c:26]2[cH:25][cH:24][c:23]([F:22])[cH:37][cH:36]2)([OH:28])[c:29]2[cH:30][cH:31][c:32]([F:35])[cH:33][cH:34]2)[n:6][cH:7][cH:8]1. Run in COCCOC (1,2-dimethoxyethane), C(C)(=O)OCC (ethyl acetate). Isolated yield 26.6%. Conditions: temperature 90 celsius, time 30 minute. Reactants: COC(=O)C1=C(C=2C(=CN=C(C2)OC)N1)I (3-Iodo-5-methoxy-1H-pyrrolo[2,3-c]pyridine-2-carboxylic acid methyl ester), (dppf)2, N1=C(C=CC=C1)B(O)O (Pyridyl boronic acid), C([O-])([O-])=O.[K+].[K+] (potassium carbonate), O (water). Reported procedure: 3-Iodo-5-methoxy-1H-pyrrolo[2,3-c]pyridine-2-carboxylic acid methyl ester C3 (0.3 g, 0.9 mmol) was diluted with 1,2-dimethoxyethane (5 mL) and to the resulting solution was added PdClz2 (dppf)2 (0.074 g, 10 mol %). The reaction was heated to 90° C. and allowed to stir at this temperature for 30 minutes. Pyridyl boronic acid (0.415 g, 2.7 mmol), potassium carbonate (0.621 g, 5 mmol), and water (0.3 mL) were then added to the reaction mixture in three portions over 5 minutes. The resulting reactio... RXN SMILES: [CH3:1][O:2][C:3]([C:5]1[NH:15][C:8]2=[CH:9][N:10]=[C:11]([O:13][CH3:14])[CH:12]=[C:7]2[C:6]=1I)=[O:4].[N:17]1[CH:22]=[CH:21][CH:20]=[CH:19][C:18]=1B(O)O.[C:26](=O)([O-])[O-:27].[K+].[K+].O>COCCOC.C(OCC)(=O)C>[CH3:1][O:2][C:3]([C:5]1[NH:15][C:8]2=[CH:9][N:10]=[C:11]([O:13][CH3:14])[CH:12]=[C:7]2[C:6]=1[C:19]1[C:18]([O:27][CH3:26])=[N:17][CH:22]=[CH:21][CH:20]=1)=[O:4] |f:2.3.4|. The product is COC(=O)C1=C(C=2C(=CN=C(C2)OC)N1)C=1C(=NC=CC1)OC (5-methoxy-3-(2-methoxy-pyridin-3-yl)-1H-pyrrolo[2,3-c]pyridine-2-carboxylic acid methyl ester). Reactants: C(CCC)C=1N(C2=C(C=NC=3C=CC=CC23)N1)CCCCON1C(C2=CC=CC=C2C1=O)=O (2-[4-(2-butyl-1H-imidazo[4,5-c]quinolin-1-yl)butoxy]-1H-isoindole-1,3(2H)-dione), C1=CC(=CC(=C1)Cl)C(=O)OO (mCPBA). The solvent is ClCCl (dichloromethane), ClCCl (dichloromethane). Run at time 4 hour. Yields the product C(CCC)C=1N(C2=C(C=[N+](C=3C=CC=CC23)[O-])N1)CCCCON1C(C2=CC=CC=C2C1=O)=O (2-[4-(2-butyl-5-oxido-1H-imidazo[4,5-c]quinolin-1-yl)butoxy]-1H-isoindole-1,3(2H)-dione). Yield: 125.1%. As a reaction SMILES: [CH2:1]([C:5]1[N:6]([CH2:18][CH2:19][CH2:20][CH2:21][O:22][N:23]2[C:31](=[O:32])[C:30]3[C:25](=[CH:26][CH:27]=[CH:28][CH:29]=3)[C:24]2=[O:33])[C:7]2[C:16]3[CH:15]=[CH:14][CH:13]=[CH:12][C:11]=3[N:10]=[CH:9][C:8]=2[N:17]=1)[CH2:2][CH2:3][CH3:4].C1C=C(Cl)C=C(C(OO)=[O:42])C=1>ClCCl>[CH2:1]([C:5]1[N:6]([CH2:18][CH2:19][CH2:20][CH2:21][O:22][N:23]2[C:31](=[O:32])[C:30]3[C:25](=[CH:26][CH:27]=[CH:28][CH:29]=3)[C:24]2=[O:33])[C:7]2[C:16]3[CH:15]=[CH:14][CH:13]=[CH:12][C:11]=3[N+:10]([O-:42])=[CH:9][C:8]=2[N:17]=1)[CH2:2][CH2:3][CH3:4]. Reported procedure: A solution of 2-[4-(2-butyl-1H-imidazo[4,5-c]quinolin-1-yl)butoxy]-1H-isoindole-1,3(2H)-dione (7.65 g, 17.3 mmol) in dichloromethane (100 mL) was treated with mCPBA (4.65 g, 20.7 mmol), and the resulting orange solution was stirred for four hours at room temperature. The solution was then diluted with dichloromethane (100 ml), washed with brine (3×100 mL), dried over magnesium sulfate, filtered through a layer of CELITE filter aid, and concentrated under reduced pressure to provide 9.92 g of 2-[... Starting materials: [Mg] (magnesium), CI (methyl iodide), FC1=C(CN2C(=CC=C2)C(CN(C)C)=O)C=CC=C1 (1-(o-fluorobenzyl)-2-(dimethylaminoacetyl)pyrrole), base, C[Mg]I (methylmagnesium iodide). Solvent: CCOCC (ether), CCOCC (ether). The product is CN(CC(C)(O)C=1N(C=CC1)CC1=C(C=CC=C1)F)C (1-(dimethylamino)2-[1-(o-fluorobenzyl)-2-pyrryl]-2-hydroxypropane). Reaction SMILES: [F:1][C:2]1[CH:19]=[CH:18][CH:17]=[CH:16][C:3]=1[CH2:4][N:5]1[CH:9]=[CH:8][CH:7]=[C:6]1[C:10](=[O:15])[CH2:11][N:12]([CH3:14])[CH3:13].[CH3:20][Mg]I.[Mg].CI>CCOCC>[CH3:13][N:12]([CH3:14])[CH2:11][C:10]([C:6]1[N:5]([CH2:4][C:3]2[CH:16]=[CH:17][CH:18]=[CH:19][C:2]=2[F:1])[CH:9]=[CH:8][CH:7]=1)([OH:15])[CH3:20]. Reported procedure: A solution of 16.0 g of 1-(o-fluorobenzyl)-2-(dimethylaminoacetyl)pyrrole, free base of Example 3a, in 60 ml of ether is treated with a solution of methylmagnesium iodide, prepared from 2.7 g of magnesium turnings and 15.3 g of methyl iodide, in 40 ml of ether according to the procedure described in Example 9a to produce a crude yellow oil of 1-(dimethylamino)2-[1-(o-fluorobenzyl)-2-pyrryl]-2-hydroxypropane. Distillation at 130°-138° C./0.1 mm affords the product as a faintly yellow oil. Reactants: N1CCCCC1 (Piperidine), FC=1C=C(C=CC1F)[N+](=O)[O-] (3,4-difluoro-nitro benzene), C(C)(C)N(CC)C(C)C (diisopropyl ethylamine). Solvent: C(C)#N (acetonitrile). Product: FC1=C(C=CC(=C1)[N+](=O)[O-])N1CCCCC1 (1-(2-fluoro-4-nitro-phenyl)piperidine). Yield: 92.3%. Reaction SMILES: [NH:1]1[CH2:6][CH2:5][CH2:4][CH2:3][CH2:2]1.[F:7][C:8]1[CH:9]=[C:10]([N+:15]([O-:17])=[O:16])[CH:11]=[CH:12][C:13]=1F.C(N(C(C)C)CC)(C)C>C(#N)C>[F:7][C:8]1[CH:9]=[C:10]([N+:15]([O-:17])=[O:16])[CH:11]=[CH:12][C:13]=1[N:1]1[CH2:6][CH2:5][CH2:4][CH2:3][CH2:2]1. Procedure details: Piperidine (0.80 g, 9.42 mmol) was added to a solution of 3,4-difluoro-nitro benzene (1.0 g, 6.28 mmol) in acetonitrile (15 mL) and diisopropyl ethylamine (1.62 g, 12.57 mmol) and the mixture was refluxed for 3 h. The acetonitrile was removed in vacuo and the residue was diluted with water and extracted with ethyl acetate. The combined organic extracts were washed with brine, dried over anhydrous sodium sulphate and concentrated in vacuo to afford 1-(2-fluoro-4-nitro-phenyl)piperidine (1.3 g, 92...